The task is: describe an organic reaction: reactants, conditions, products, and yield. This data is from the Open Reaction Database (ORD), a public repository of structured organic reaction records. Starting materials: N(C(=O)C)C1=CC=C(C=C1)C=1N(C=C(C(=O)O)C(C1)=O)C1=CC=C(C=C1)F (6-(4-acetaminophenyl)-1-(4-fluorophenyl)-4-oxo-1,4-dihydronicotinic acid), C(C)(=O)O (acetic acid). Run in CO (methanol), [OH-].[Na+] (sodium hydroxide). The product is NC1=CC=C(C=C1)C=1N(C=C(C(=O)O)C(C1)=O)C1=CC=C(C=C1)F (6-(4-aminophenyl)-1-(4-fluorophenyl)-4-oxo-1,4-dihydronicotinic acid). Yield: 81.3%. As a reaction SMILES: [NH:1]([C:5]1[CH:10]=[CH:9][C:8]([C:11]2[N:12]([C:21]3[CH:26]=[CH:25][C:24]([F:27])=[CH:23][CH:22]=3)[CH:13]=[C:14]([C:18](=[O:20])[CH:19]=2)[C:15]([OH:17])=[O:16])=[CH:7][CH:6]=1)C(C)=O.C(O)(=O)C>CO.[OH-].[Na+]>[NH2:1][C:5]1[CH:6]=[CH:7][C:8]([C:11]2[N:12]([C:21]3[CH:22]=[CH:23][C:24]([F:27])=[CH:25][CH:26]=3)[CH:13]=[C:14]([C:18](=[O:20])[CH:19]=2)[C:15]([OH:17])=[O:16])=[CH:9][CH:10]=1 |f:3.4|. Procedure: In a mixed solvent of 3 ml of methanol and 3 ml of 10% by weight aqueous sodium hydroxide solution was dissolved 0.5 g of 6-(4-acetaminophenyl)-1-(4-fluorophenyl)-4-oxo-1,4-dihydronicotinic acid, and the resulting solution was subjected to reaction at 60° C. for 4 hours. After completion of the reaction, the reaction mixture was cooled to room temperature and adjusted to a pH of 6.0 with acetic acid. The precipitated crystals were collected by filtration, washed with water and dried to obtain 0.... Starting materials: ClC1=NC=C(C(=O)Cl)C=C1 (6-Chloronicotinic acid chloride), C1(CCC1)N1CCNCCC1 (1-Cyclobutyl-[1,4]diazepane). Solvent: 2-methyl-THF, 2-methyl-THF. Reaction conditions: time 16 hour. Product: Cl.ClC1=CC=C(C=N1)C(=O)N1CCN(CCC1)C1CCC1 ((6-Chloro-pyridin-3-yl)-(4-cyclobutyl-[1,4]diazepan-1-yl)-methanone HCl Salt). As a reaction SMILES: [Cl:1][C:2]1[CH:10]=[CH:9][C:5]([C:6](Cl)=[O:7])=[CH:4][N:3]=1.[CH:11]1([N:15]2[CH2:21][CH2:20][CH2:19][NH:18][CH2:17][CH2:16]2)[CH2:14][CH2:13][CH2:12]1>>[ClH:1].[Cl:1][C:2]1[N:3]=[CH:4][C:5]([C:6]([N:18]2[CH2:19][CH2:20][CH2:21][N:15]([CH:11]3[CH2:12][CH2:13][CH2:14]3)[CH2:16][CH2:17]2)=[O:7])=[CH:9][CH:10]=1 |f:2.3|. Procedure: 6-Chloronicotinic acid chloride (25.0 g, 137.8 mmol, 1 eq) was dissolved in 2-methyl-THF (328.0 g). A solution of 1-cyclobutyl-[1,4]diazepane (prepared as in Example 13 above, 24.1 g, 147.8 mmol, 1.05 eq) in 2-methyl-THF (164.0 g) was then added to the reaction mixture, while maintaining the temperature of the reaction mixture at less than 35° C. (about 45 min-1.5 hours). The resulting suspension was stirred at room temperature for 16 hours, then cooled to about 0-5° C. and maintained at 0° C. f... Reactants: NC1=C(C(=O)OC)C=CC(=C1)Cl (methyl 2-amino-4-chlorobenzoate), hydroxide ion, [OH-] (Hydroxide), CCN(CC)C(=O)C1=CC(=CC=C1)C (DETA), ClC=1SC(=CC1C(=O)O)Cl (2,5-Dichlorothiophene-3-carboxylic acid), O=P(Cl)(Cl)Cl (POCl3), CCN(C(C)C)C(C)C (DIPEA), NCCNCCN (diethylene triamine). Run in ClCCCl (DCE), ClCCCl (DCE), CC(=O)N(C)C (DMA). Reaction conditions: time 8 hour. Yields the product ClC1=CC(=C(C(=O)O)C=C1)NC(=O)C1=C(SC(=C1)Cl)Cl (4-Chloro-2-{[(2,5-dichloro-3-thienyl)carbonyl]amino}benzoic acid), eluant. The yield is 30.0%. As a reaction SMILES: [NH2:1][C:2]1[CH:11]=[C:10]([Cl:12])[CH:9]=[CH:8][C:3]=1[C:4]([O:6]C)=[O:5].CCN(C(C)C)C(C)C.[Cl:22][C:23]1[S:24][C:25]([Cl:31])=[CH:26][C:27]=1[C:28](O)=[O:29].O=P(Cl)(Cl)Cl.NCCNCCN.CCN(C(C1C=CC=C(C)C=1)=O)CC.[OH-]>ClCCCl.CC(N(C)C)=O>[Cl:12][C:10]1[CH:9]=[CH:8][C:3]([C:4]([OH:6])=[O:5])=[C:2]([NH:1][C:28]([C:27]2[CH:26]=[C:25]([Cl:31])[S:24][C:23]=2[Cl:22])=[O:29])[CH:11]=1. Procedure: In a 2 mL vial, methyl 2-amino-4-chlorobenzoate (7.4 mg, 40 μmol) was dissolved into a mixture of 655 μL DCE and 120 μL DMA, followed by addition of DIPEA (600 μmol, 15 eq.). 2,5-Dichlorothiophene-3-carboxylic acid (23.6 mg, 120 μmol, 3 eq.) and POCl3 (18.2 mg, 120 μmol, 3 eq.) were added. The reaction mixture was capped and stirred at room temperature overnight. Another 700 μL of DCE was added to the reaction mixture along with the following resin bound reagents: a resin bound diethylene triami... The solvent is C1(=CC=CC=C1)C (toluene). Reactants: C(C1=CC=CC=C1)N=C=O (Benzyl isocyanate), OC(C(=O)OC)CC1=CC=C(C=C1)[N+](=O)[O-] (Methyl 2-hydroxy-3-(4-nitrophenyl)propionate). Yields the product C(C1=CC=CC=C1)N1C(OC(C1=O)CC1=CC=C(C=C1)[N+](=O)[O-])=O (3-Benzyl-5-(4-nitrobenzyl)oxazolidin-2,4-dione). Procedure details: Benzyl isocyanate (1.2 g, Aldrich) was added at room temperature to a stirred solution of the product from step (b) (2.03 g) in toluene (25 ml). When addition was complete, the mixture was refluxed for 40 hours. The toluene was evaporated in vacuo and the residue flash chromatographed through a silica column using chloroform to give the desired product as a colourless oil which crystallised on standing (2.9 g). The product was recrystallised from IPA as fine white needles (1.8 g), mp 92°-93° C. ... RXN SMILES: [CH2:1]([N:8]=[C:9]=[O:10])[C:2]1[CH:7]=[CH:6][CH:5]=[CH:4][CH:3]=1.[OH:11][CH:12]([CH2:17][C:18]1[CH:23]=[CH:22][C:21]([N+:24]([O-:26])=[O:25])=[CH:20][CH:19]=1)[C:13]([O:15]C)=O>C1(C)C=CC=CC=1>[CH2:1]([N:8]1[C:13](=[O:15])[CH:12]([CH2:17][C:18]2[CH:23]=[CH:22][C:21]([N+:24]([O-:26])=[O:25])=[CH:20][CH:19]=2)[O:11][C:9]1=[O:10])[C:2]1[CH:7]=[CH:6][CH:5]=[CH:4][CH:3]=1. The reactants are C(C)(=O)NC1=C(C=C(C(=O)O)C=C1)[N+](=O)[O-] (4-Acetamido-3-nitrobenzoic acid), C(C(=O)Cl)(=O)Cl (oxalyl chloride), C(Cl)(Cl)Cl (chloroform). Run in CN(C)C=O (DMF). Product: C(C)(=O)NC1=C(C=C(C(=O)Cl)C=C1)[N+](=O)[O-] (4-Acetamido-3-nitrobenzoyl chloride). Reaction SMILES: [C:1]([NH:4][C:5]1[CH:13]=[CH:12][C:8]([C:9](O)=[O:10])=[CH:7][C:6]=1[N+:14]([O-:16])=[O:15])(=[O:3])[CH3:2].C(Cl)(=O)C([Cl:20])=O.C(Cl)(Cl)Cl>CN(C=O)C>[C:1]([NH:4][C:5]1[CH:13]=[CH:12][C:8]([C:9]([Cl:20])=[O:10])=[CH:7][C:6]=1[N+:14]([O-:16])=[O:15])(=[O:3])[CH3:2]. Procedure details: 4-Acetamido-3-nitrobenzoic acid 1 (Alfa Aesar, 5.6 g, 25 mmol), oxalyl chloride (4.76 g, 38 mmol), chloroform (50 ml), DMF (few drops) were stirred at 40° C. for 3 hours. The solvent was removed in vacuo to give a yellow solid that was used in the next step without further purification. The reactants are CCOCC (Et2O), CN1C(=NC=C1)C1=CC=C(OCC(CO)O)C=C1 (3-(p-(N-methyl-2-imidazolyl)phenoxyl)-1,2-propanediol), N1=CC=CC=C1.Cl (pyridine·HCl), CS(=O)(=O)Cl (methanesulfonyl chloride). Solvent: CO (CH3OH), N1=CC=CC=C1 (pyridine), O (Water). Reaction conditions: time 10 minute. The product is CN1C(=NC=C1)C1=CC=C(OCC2CO2)C=C1 (3-(p-(N-methyl-2-imidazolyl)phenoxy)-1,2-epoxypropane). RXN SMILES: [CH3:1][N:2]1[CH:6]=[CH:5][N:4]=[C:3]1[C:7]1[CH:18]=[CH:17][C:10]([O:11][CH2:12][CH:13]([OH:16])[CH2:14]O)=[CH:9][CH:8]=1.N1C=CC=CC=1.Cl.CS(Cl)(=O)=O.CCOCC>O.CO.N1C=CC=CC=1>[CH3:1][N:2]1[CH:6]=[CH:5][N:4]=[C:3]1[C:7]1[CH:18]=[CH:17][C:10]([O:11][CH2:12][CH:13]2[O:16][CH2:14]2)=[CH:9][CH:8]=1 |f:1.2|. Procedure: Into a flask under N2 was placed 6 (7.0 g, 0.03 mol), pyridine (20 ml), pyridine·HCl (3.9 g, 0.034 mol) and the mixture cooled in an ice bath. To the cooled mixture was added methanesulfonyl chloride (3.26 g, 2.2 ml, 0.028 mol). After 10 minutes, Et2O (130 ml) NaOCH3 (19 g, 0.35 mol), and CH3OH (65 ml) were added and the suspension stirred for 1/2 hour. Water was added and the layers were separated. The aqueous layer was further extracted with CH2Cl2 (3X). The combined extracts were washed with ... The reactants are NC=1N=CC(=NC1C(NC=1C=NC=CC1)=O)C1=CC=C(C=C1)CCCN(C(OC(C)(C)C)=O)CCCOC (tert-Butyl N-[3-{4-[5-amino-6-(3-pyridylcarbamoyl)pyrazin-2-yl]phenyl}propyl]-N-(3-methoxypropyl)carbamate), Cl (HCl), [OH-].[Na+] (NaOH). The solvent is O (H2O), CCOC(=O)C (EtOAc). Conditions: time 3 hour. The product is NC=1C(=NC(=CN1)C1=CC=C(C=C1)CCCNCCCOC)C(=O)NC=1C=NC=CC1 (3-Amino-6-(4-(3-(3-methoxypropylamino)propyl)phenyl)-N-(pyridin-3-yl)-pyrazine-2-carboxamide). As a reaction SMILES: [NH2:1][C:2]1[N:3]=[CH:4][C:5]([C:17]2[CH:22]=[CH:21][C:20]([CH2:23][CH2:24][CH2:25][N:26]([CH2:34][CH2:35][CH2:36][O:37][CH3:38])C(=O)OC(C)(C)C)=[CH:19][CH:18]=2)=[N:6][C:7]=1[C:8](=[O:16])[NH:9][C:10]1[CH:11]=[N:12][CH:13]=[CH:14][CH:15]=1.Cl.[OH-].[Na+]>CCOC(C)=O.O>[NH2:1][C:2]1[C:7]([C:8]([NH:9][C:10]2[CH:11]=[N:12][CH:13]=[CH:14][CH:15]=2)=[O:16])=[N:6][C:5]([C:17]2[CH:18]=[CH:19][C:20]([CH2:23][CH2:24][CH2:25][NH:26][CH2:34][CH2:35][CH2:36][O:37][CH3:38])=[CH:21][CH:22]=2)=[CH:4][N:3]=1 |f:2.3|. Procedure: A mixture of the product of step (v) (300 g, 0.58 mol) in 4N—HCl in EtOAc (3 L) was stirred for 3 hours. The suspension was filtered and the yellow solid obtained. The solid was dissolved in H2O (1.2 L). 2N—NaOH was added dropwise into the solution to basified to pH=11. The mixture was extracted with a mixture of THF and EtOAc (5 L×2, 1:1) and the organic phase washed with aqueous 10%—NaCl and concentrated in vacuo. The subtitle compound (vi) was obtained (pale yellow solid, 210 g). Starting materials: C=CC1OC(C)(C)OC1CC(C)C, ClCCl, O=[O+][O-]. The product is CC(C)CC1OC(C)(C)OC1C=O. RXN SMILES: [CH3:1][C:2]1([CH3:13])[O:3][CH:4]([CH:11]=[CH2:12])[CH:5]([CH2:7][CH:8]([CH3:9])[CH3:10])[O:6]1.[Cl:17][CH2:18][Cl:19].[O-:14][O+:15]=[O:16]>>[CH3:1][C:2]1([CH3:13])[O:3][CH:4]([CH:11]=[O:14])[CH:5]([CH2:7][CH:8]([CH3:9])[CH3:10])[O:6]1.